From a dataset of the Open Reaction Database (ORD), a public repository of structured organic reaction records. describe an organic reaction: reactants, conditions, products, and yield The reactants are C([O-])(O)=O.[Na+] (sodium bicarbonate), Cl.C(#N)C1(CCNCC1)COC1=C(C=CC=C1)C (4-cyano-4-(2-methylphenoxymethyl)piperidine hydrochloride), O=C1NC=CC=C1C=O (2-oxo-1,2-dihydropyridine-3-carboxaldehyde), C(C)(=O)O[BH-](OC(C)=O)OC(C)=O.[Na+] (sodium triacetoxyborohydride). The solvent is ClCCl (dichloromethane), C(Cl)(Cl)Cl (chloroform), C(C)(=O)OCC (ethyl acetate). Reaction conditions: time 8 hour. Yields the product O=C1NC=CC=C1CN1CCC(CC1)(C#N)COC1=C(C=CC=C1)C (1-(2-Oxo-1,2-dihydro-3-pyridylmethyl)-4-(2-methylphenoxymethyl)piperidine-4-carbonitrile). The yield is 4.7%. As a reaction SMILES: Cl.[C:2]([C:4]1([CH2:10][O:11][C:12]2[CH:17]=[CH:16][CH:15]=[CH:14][C:13]=2[CH3:18])[CH2:9][CH2:8][NH:7][CH2:6][CH2:5]1)#[N:3].[O:19]=[C:20]1[C:25]([CH:26]=O)=[CH:24][CH:23]=[CH:22][NH:21]1.C(O[BH-](OC(=O)C)OC(=O)C)(=O)C.[Na+].C(=O)(O)[O-].[Na+]>C(Cl)(Cl)Cl.C(OCC)(=O)C.ClCCl>[O:19]=[C:20]1[C:25]([CH2:26][N:7]2[CH2:8][CH2:9][C:4]([CH2:10][O:11][C:12]3[CH:17]=[CH:16][CH:15]=[CH:14][C:13]=3[CH3:18])([C:2]#[N:3])[CH2:5][CH2:6]2)=[CH:24][CH:23]=[CH:22][NH:21]1 |f:0.1,3.4,5.6|. Procedure details: After then adding 117 mg of the 4-cyano-4-(2-methylphenoxymethyl)piperidine hydrochloride and 70 mg of 2-oxo-1,2-dihydropyridine-3-carboxaldehyde [CAS No. 36404-89-4] to 10 ml of dichloromethane, the mixture was stirred for 20 minutes at room temperature. 139 mg of sodium triacetoxyborohydride was added and the mixture was stirred overnight at room temperature. Saturated aqueous sodium bicarbonate solution was added to the reaction mixture and extraction was performed with ethyl acetate and chlo... Reactants: CCCCCCCCCCCCCCCCN=C=O, CN(C)CCCN, C1CCOC1. The product is CCCCCCCCCCCCCCCCNC(=O)NCCCN(C)C. Reaction SMILES: [CH2:1]([CH2:2][CH2:3][CH2:4][CH2:5][CH2:6][CH2:7][CH2:8][CH2:9][CH2:10][CH2:11][CH2:12][CH2:13][CH2:14][CH2:15][CH3:16])[N:17]=[C:18]=[O:19].[CH3:20][N:21]([CH2:22][CH2:23][CH2:24][NH2:25])[CH3:26].[O:27]1[CH2:28][CH2:29][CH2:30][CH2:31]1>>[CH2:1]([CH2:2][CH2:3][CH2:4][CH2:5][CH2:6][CH2:7][CH2:8][CH2:9][CH2:10][CH2:11][CH2:12][CH2:13][CH2:14][CH2:15][CH3:16])[NH:17][C:18](=[O:19])[NH:25][CH2:24][CH2:23][CH2:22][N:21]([CH3:20])[CH3:26].